Dataset: the Open Reaction Database (ORD), a public repository of structured organic reaction records. Task: describe an organic reaction: reactants, conditions, products, and yield Reactants: FC1=C(N)C=C(C=C1)F (2,5-difluoroaniline), C(#CC(=O)OC)C(=O)OC (dimethyl acetylenedicarboxylate). Solvent: CO (MeOH). Run at time 2 hour. Yields the product FC1=C(C=C(C=C1)F)N\C(\C(=O)OC)=C\C(=O)OC (dimethyl (2E)-2-[(2,5-difluorophenyl)amino]but-2-enedioate). RXN SMILES: [F:1][C:2]1[CH:8]=[CH:7][C:6]([F:9])=[CH:5][C:3]=1[NH2:4].[C:10]([C:16]([O:18][CH3:19])=[O:17])#[C:11][C:12]([O:14][CH3:15])=[O:13]>CO>[F:1][C:2]1[CH:8]=[CH:7][C:6]([F:9])=[CH:5][C:3]=1[NH:4]/[C:11](=[CH:10]/[C:16]([O:18][CH3:19])=[O:17])/[C:12]([O:14][CH3:15])=[O:13]. Procedure details: To a solution 2,5-difluoroaniline (X1) (3.00 mL, 29.9 mmol) in MeOH (30 mL) was added dimethyl acetylenedicarboxylate (P2) (DMAD, 4.44 mL, 35.9 mmol). The reaction was stirred at room temperature for 2 h. The mixture was concentrated and the residue was purified by silica gel flash chromatography (gradient 0-30% EtOAc in Hex) to give dimethyl (2E)-2-[(2,5-difluorophenyl)amino]but-2-enedioate (X2). ES-MS [M+1]+=272.2. Reactants: ClC1=CC=C(O1)C(=O)N (5-chloro-2-furancarboxamide), ClCC(=O)CCl (1,3-dichloroacetone). The product is ClC1=CC=C(O1)C=1OC=C(N1)CCl (2-(5-chloro-2-furyl)-4-chloromethyloxazole). Isolated yield 24.0%. Reaction SMILES: [Cl:1][C:2]1[O:6][C:5]([C:7]([NH2:9])=[O:8])=[CH:4][CH:3]=1.[Cl:10][CH2:11][C:12]([CH2:14]Cl)=O>>[Cl:1][C:2]1[O:6][C:5]([C:7]2[O:8][CH:14]=[C:12]([CH2:11][Cl:10])[N:9]=2)=[CH:4][CH:3]=1. Procedure: In substantially the same manner as in Reference Example 47, 5-chloro-2-furancarboxamide was allowed to react with 1,3-dichloroacetone to give 2-(5-chloro-2-furyl)-4-chloromethyloxazole. The yield was 24%. Recrystallization from diethyl ether-hexane gave colorless prisms, mp 107-108° C. The reactants are [Li]CCCC, CC(C)=O, COC=Cc1ccc(Br)cc1F, C1CCOC1, O. Product: COC=Cc1ccc(C(C)(C)O)cc1F. RXN SMILES: [CH2:13]([Li:14])[CH2:15][CH2:16][CH3:17].[CH3:18][C:19]([CH3:20])=[O:21].[CH3:1][O:2][CH:3]=[CH:4][c:5]1[c:6]([F:12])[cH:7][c:8]([Br:11])[cH:9][cH:10]1.[O:23]1[CH2:24][CH2:25][CH2:26][CH2:27]1.[OH2:22]>>[CH3:1][O:2][CH:3]=[CH:4][c:5]1[c:6]([F:12])[cH:7][c:8]([C:19]([CH3:18])([CH3:20])[OH:21])[cH:9][cH:10]1.